From a dataset of the Open Reaction Database (ORD), a public repository of structured organic reaction records. describe an organic reaction: reactants, conditions, products, and yield Starting materials: ClC1=CC(=C(C=C1)O)N (4-chloro-2-aminophenol), O(C(=S)[S-])C.[K+] (potassium methyl xanthate), Cl (hydrochloric acid). Solvent: O (water). Reaction conditions: time 3 hour. Yields the product ClC=1C=CC2=C(N=C(O2)S)C1 (5-chloro-2-mercaptobenzoxazole). Isolated yield 96.4%. RXN SMILES: [Cl:1][C:2]1[CH:7]=[CH:6][C:5]([OH:8])=[C:4]([NH2:9])[CH:3]=1.O(C)[C:11]([S-])=[S:12].[K+].Cl>O>[Cl:1][C:2]1[CH:7]=[CH:6][C:5]2[O:8][C:11]([SH:12])=[N:9][C:4]=2[CH:3]=1 |f:1.2|. Procedure details: With the use of the apparatus described in Example 1, 143.6 g (1 mol) of 4-chloro-2-aminophenol and 181.3 g (1.02 mols) of potassium methyl xanthate (90%) in 500 ml of water were refluxed. The reaction was complete within 3 hours. The dark reaction solution was acidified with concentrated hydrochloric acid, the precipitate was suction-filtered and washed neutral with water. After drying in vacuo at 80° C., 179 g (96.7% of th.) of 5-chloro-2-mercaptobenzoxazole having a melting point of 269°-271°...